Dataset: the Open Reaction Database (ORD), a public repository of structured organic reaction records. Task: describe an organic reaction: reactants, conditions, products, and yield Reactants: CC(C)(C)OC(=O)NC(Cc1ccccc1)C(=O)CCl, [Na+], O=CC(O)C(O)C(O)C(O)CO, [OH-]. Product: CC(C)(C)OC(=O)NC(Cc1ccccc1)C(O)CCl. Reaction SMILES: [Cl:13][CH2:14][C:15]([CH:16]([CH2:17][c:18]1[cH:19][cH:20][cH:21][cH:22][cH:23]1)[NH:24][C:25](=[O:26])[O:27][C:28]([CH3:29])([CH3:30])[CH3:31])=[O:32].[Na+:34].[O:1]=[CH:2][CH:3]([CH:4]([CH:5]([CH:6]([CH2:7][OH:8])[OH:9])[OH:10])[OH:11])[OH:12].[OH-:33]>>[Cl:13][CH2:14][CH:15]([CH:16]([CH2:17][c:18]1[cH:19][cH:20][cH:21][cH:22][cH:23]1)[NH:24][C:25](=[O:26])[O:27][C:28]([CH3:29])([CH3:30])[CH3:31])[OH:32]. The reactants are CCCOc1ccc2c(c1)S(=O)(=O)N(C(C)(C)C)C2=O, O=C(O)C(F)(F)F. Product: CCCOc1ccc2c(c1)S(=O)(=O)NC2=O. As a reaction SMILES: [C:1]([CH3:2])([CH3:3])([CH3:4])[N:5]1[S:6](=[O:19])(=[O:20])[c:7]2[c:8]([cH:11][cH:12][c:13]([O:15][CH2:16][CH2:17][CH3:18])[cH:14]2)[C:9]1=[O:10].[OH:21][C:22]([C:23]([F:24])([F:25])[F:26])=[O:27]>>[NH:5]1[S:6](=[O:19])(=[O:20])[c:7]2[c:8]([cH:11][cH:12][c:13]([O:15][CH2:16][CH2:17][CH3:18])[cH:14]2)[C:9]1=[O:10].